describe an organic reaction: reactants, conditions, products, and yield From a dataset of the Open Reaction Database (ORD), a public repository of structured organic reaction records. Starting materials: BrC1=NC2=CC=CC=C2C=C1 (2-bromoquinoline), BrCCCCCCOCCCCC#C (6-[(6-bromohexyl)oxy]-1-hexyne). The reagents and catalysts are [Cu]I (copper (I) iodide). Solvent: CCOCC (ether), C(C)#N (acetonitrile). Reaction conditions: time 20 hour. The product is BrCCCCCCOCCCCC#CC1=NC2=CC=CC=C2C=C1 (2-[6-[(6-Bromohexyl)oxy]-1-hexynyl]quinoline). Isolated yield 75.9%. As a reaction SMILES: Br[C:2]1[CH:11]=[CH:10][C:9]2[C:4](=[CH:5][CH:6]=[CH:7][CH:8]=2)[N:3]=1.[Br:12][CH2:13][CH2:14][CH2:15][CH2:16][CH2:17][CH2:18][O:19][CH2:20][CH2:21][CH2:22][CH2:23][C:24]#[CH:25]>C(#N)C.CCOCC.[Cu]I>[Br:12][CH2:13][CH2:14][CH2:15][CH2:16][CH2:17][CH2:18][O:19][CH2:20][CH2:21][CH2:22][CH2:23][C:24]#[C:25][C:2]1[CH:11]=[CH:10][C:9]2[C:4](=[CH:5][CH:6]=[CH:7][CH:8]=2)[N:3]=1. Reported procedure: A mixture of 2-bromoquinoline (3.00 g), 6-[(6-bromohexyl)oxy]-1-hexyne (3.77 g), BTPC (90 mg), copper (I) iodide (11 mg) and dicyclohexyamine (2.79 g) in acetonitrile (35 ml) was stirred at room temperature under nitrogen for 20 h. The mixture was diluted with ether (90 ml), filtered and the filtrate evaporated in vacuo to give a brown oil. Purification by FCC eluting with hexane:ether (4:1→2:1) gave the title compound as a brown oil (4.25 g), t.l.c. (hexane:ether 2:1) Rf 0.22. Procedure details: A mixture comprising methyl 3-amino-4-fluorobenzoate (2 g, 11.82 mmol), (3,4-difluorophenyl)methanamine (2.54 g, 17.74 mmol) and TBD (1.646 g, 11.82 mmol) in THF (39.4 ml) was heated at 80° C. overnight. After cooling to RT, the mixture was purified by chromatography on silica eluting with 0-20% 2M NH3 in MeOH/DCM to afford the title compound. The reactants are NC=1C=C(C(=O)OC)C=CC1F (methyl 3-amino-4-fluorobenzoate), FC=1C=C(C=CC1F)CN ((3,4-difluorophenyl)methanamine). Solvent: C1CCOC1 (THF). The product is NC=1C=C(C(=O)NCC2=CC(=C(C=C2)F)F)C=CC1F (3-Amino-N-(3,4-difluorobenzyl)-4-fluorobenzamide). As a reaction SMILES: [NH2:1][C:2]1[CH:3]=[C:4]([CH:9]=[CH:10][C:11]=1[F:12])[C:5]([O:7]C)=O.[F:13][C:14]1[CH:15]=[C:16]([CH2:21][NH2:22])[CH:17]=[CH:18][C:19]=1[F:20]>C1COCC1>[NH2:1][C:2]1[CH:3]=[C:4]([CH:9]=[CH:10][C:11]=1[F:12])[C:5]([NH:22][CH2:21][C:16]1[CH:17]=[CH:18][C:19]([F:20])=[C:14]([F:13])[CH:15]=1)=[O:7].